Dataset: the Open Reaction Database (ORD), a public repository of structured organic reaction records. Task: describe an organic reaction: reactants, conditions, products, and yield Starting materials: C(C)(C)(C)OC(=O)N1CCC(CC1)C1CC=2C(=CN=C(C2)Cl)O1 (4-(5-chloro-2,3-dihydro-furo[2,3-c]pyridin-2-yl)-piperidine-1-carboxylic acid tert-butyl ester), N1=CN=CC(=C1)B(O)O (pyrimidine-5-boronic acid). Product: C(C)(C)(C)OC(=O)N1CCC(CC1)C1CC=2C(=CN=C(C2)C=2C=NC=NC2)O1 (4-(5-Pyrimidin-5-yl-2,3-dihydro-furo[2,3-c]pyridin-2-yl)-piperidine-1-carboxylic acid tert-butyl ester). Reaction SMILES: [C:1]([O:5][C:6]([N:8]1[CH2:13][CH2:12][CH:11]([CH:14]2[O:23][C:17]3=[CH:18][N:19]=[C:20](Cl)[CH:21]=[C:16]3[CH2:15]2)[CH2:10][CH2:9]1)=[O:7])([CH3:4])([CH3:3])[CH3:2].[N:24]1[CH:29]=[C:28](B(O)O)[CH:27]=[N:26][CH:25]=1>>[C:1]([O:5][C:6]([N:8]1[CH2:13][CH2:12][CH:11]([CH:14]2[O:23][C:17]3=[CH:18][N:19]=[C:20]([C:28]4[CH:29]=[N:24][CH:25]=[N:26][CH:27]=4)[CH:21]=[C:16]3[CH2:15]2)[CH2:10][CH2:9]1)=[O:7])([CH3:4])([CH3:3])[CH3:2]. Procedure details: The title compound is prepared from 4-(5-chloro-2,3-dihydro-furo[2,3-c]pyridin-2-yl)-piperidine-1-carboxylic acid tert-butyl ester and pyrimidine-5-boronic acid following a procedure analogous to that described in Example 28. LC (method 7): tR=1.38 min; Mass spectrum (ESI+): m/z=383 [M+H]+. The reactants are C(C)(C)(C)OC(=O)N1C(OC[C@@H]1CC(CC(=O)N1CC(CC2=CC=CC=C12)NC(=O)OC)(C)C)(C)C (4(S)-[4-(3(R,S)-methoxycarbonylamino-3,4-dihydro-2H-quinolin-1-yl)-2,2-dimethyl-4-oxo-butyl]-2,2-dimethyl-oxazolidine-3-carboxylic acid tert-butyl ester), O.C1(=CC=C(C=C1)S(=O)(=O)O)C (p-toluenesulfonic acid monohydrate), O.C1(=CC=C(C=C1)S(=O)(=O)O)C (p-toluenesulfonic acid monohydrate). The solvent is C(Cl)Cl (methylene chloride). Run at time 1.5 hour. The product is COC(NC1CN(C2=CC=CC=C2C1)C(CC(C[C@@H](CO)NC(=O)OC(C)(C)C)(C)C)=O)=O ([1-(5(S)-tert-Butoxycarbonylamino-6-hydroxy-3,3-dimethyl-hexanoyl)-1,2,3,4-tetrahydro-quinolin-3-yl]-carbamic acid methyl ester), SiO2. Reaction SMILES: [C:1]([O:5][C:6]([N:8]1[C@@H:12]([CH2:13][C:14]([CH3:34])([CH3:33])[CH2:15][C:16]([N:18]2[C:27]3[C:22](=[CH:23][CH:24]=[CH:25][CH:26]=3)[CH2:21][CH:20]([NH:28][C:29]([O:31][CH3:32])=[O:30])[CH2:19]2)=[O:17])[CH2:11][O:10]C1(C)C)=[O:7])([CH3:4])([CH3:3])[CH3:2].O.C1(C)C=CC(S(O)(=O)=O)=CC=1>C(Cl)Cl>[CH3:32][O:31][C:29](=[O:30])[NH:28][CH:20]1[CH2:21][C:22]2[C:27](=[CH:26][CH:25]=[CH:24][CH:23]=2)[N:18]([C:16](=[O:17])[CH2:15][C:14]([CH3:34])([CH3:33])[CH2:13][C@H:12]([NH:8][C:6]([O:5][C:1]([CH3:2])([CH3:4])[CH3:3])=[O:7])[CH2:11][OH:10])[CH2:19]1 |f:1.2|. Procedure: A solution of 3.1 g of 4(S)-[4-(3(R,S)-methoxycarbonylamino-3,4-dihydro-2H-quinolin-1-yl)-2,2-dimethyl-4-oxo-butyl]-2,2-dimethyl-oxazolidine-3-carboxylic acid tert-butyl ester and 104 mg of p-toluenesulfonic acid monohydrate in 49 ml of methylene chloride under argon is stirred at room temperature for 3.5 hours. More p-toluenesulfonic acid monohydrate (200 mg) is added and the mixture is stirred at room temperature for 1.5 hours The solution is concentrated. The title compound is obtained as a w... The reactants are O=C([O-])[O-], C=CCBr, CC#N, [K+], [K+], COc1ccc(CO)cc1O. The product is C=CCOc1cc(CO)ccc1OC. Reaction SMILES: [C:16](=[O:17])([O-:18])[O-:19].[CH2:12]([CH:13]=[CH2:14])[Br:15].[CH3:22][C:23]#[N:24].[K+:20].[K+:21].[OH:1][c:2]1[cH:3][c:4]([CH2:5][OH:6])[cH:7][cH:8][c:9]1[O:10][CH3:11]>>[O:1]([c:2]1[cH:3][c:4]([CH2:5][OH:6])[cH:7][cH:8][c:9]1[O:10][CH3:11])[CH2:14][CH:13]=[CH2:12].